This data is from the Open Reaction Database (ORD), a public repository of structured organic reaction records. The task is: describe an organic reaction: reactants, conditions, products, and yield The reactants are BrCCCOC=1C=C2CCC(NC2=CC1)=O (6-(3-bromopropoxy)-3,4-dihydro-carbostyril), ClC=1C=C(C=CC1Cl)S (3,4-dichloro-thiophenol). Product: ClC=1C=C(C=CC1Cl)SCCCOC=1C=C2CCC(NC2=CC1)=O (6-[3-(3,4-Dichlorophenyl-mercapto)-propoxy]-3,4-dihydro-carbostyril). RXN SMILES: Br[CH2:2][CH2:3][CH2:4][O:5][C:6]1[CH:7]=[C:8]2[C:13](=[CH:14][CH:15]=1)[NH:12][C:11](=[O:16])[CH2:10][CH2:9]2.[Cl:17][C:18]1[CH:19]=[C:20]([SH:25])[CH:21]=[CH:22][C:23]=1[Cl:24]>>[Cl:17][C:18]1[CH:19]=[C:20]([S:25][CH2:2][CH2:3][CH2:4][O:5][C:6]2[CH:7]=[C:8]3[C:13](=[CH:14][CH:15]=2)[NH:12][C:11](=[O:16])[CH2:10][CH2:9]3)[CH:21]=[CH:22][C:23]=1[Cl:24]. Reported procedure: Prepared analogous to Example 122 from 6-(3-bromopropoxy)-3,4-dihydro-carbostyril (m.p. 111°-118° C.) and 3,4-dichloro-thiophenol. Reactants: ClC=1C(=C(C=CC1)N)[N+](=O)[O-] (3-chloro-2-nitro-phenylamine), CN1CCNCC1 (1-methyl-piperazine), Initiator Sixty. Product: CN1CCN(CC1)C=1C(=C(C=CC1)N)[N+](=O)[O-] (3-(4-Methyl-piperazin-1-yl)-2-nitro-phenylamine). Isolated yield 59.0%. Reaction SMILES: Cl[C:2]1[C:3]([N+:9]([O-:11])=[O:10])=[C:4]([NH2:8])[CH:5]=[CH:6][CH:7]=1.[CH3:12][N:13]1[CH2:18][CH2:17][NH:16][CH2:15][CH2:14]1>>[CH3:12][N:13]1[CH2:18][CH2:17][N:16]([C:2]2[C:3]([N+:9]([O-:11])=[O:10])=[C:4]([NH2:8])[CH:5]=[CH:6][CH:7]=2)[CH2:15][CH2:14]1. Reported procedure: A mixture of 3-chloro-2-nitro-phenylamine (172.6 mg, 1 mmol) and 1-methyl-piperazine (1.5 mL) was heated at 200° C. in a Biotage Initiator Sixty microwave reactor for 15 min, cooled to the room temperature, and concentrated under reduced pressure. The residue was purified by chromatography (500:10:1 CH2Cl2/MeOH/28% aqueous NH4OH) to afford the title compound (139 mg, 59%). 1H NMR (MeOH-d4) δ 2.32 (s, 3H), 2.55 (m, 4H), 2.99 (m, 4H), 6.45 (d, J=9 Hz, 1H), 6.57 (d, J=9 Hz, 1H), 7.15 (dd, J=9 Hz an... Starting materials: NC1=CC(=NN1C1=C(C=C(C=C1Cl)SC(F)(F)F)Cl)C#N (5-amino-3-cyano-1-(2,6-dichloro-4-trifluoromethylsulphenylphenyl)pyrazole), IN1C(CCC1=O)=O (N-iodosuccinimide). Solvent: C(C)#N (acetonitrile), C(C)#N (acetonitrile), ClCCl (dichloromethane). The product is NC1=C(C(=NN1C1=C(C=C(C=C1Cl)SC(F)(F)F)Cl)C#N)I (5-Amino-3-cyano-1-(2,6-dichloro-4-trifluoromethylsulphenylphenyl)-4-iodopyrazole). As a reaction SMILES: [NH2:1][C:2]1[N:6]([C:7]2[C:12]([Cl:13])=[CH:11][C:10]([S:14][C:15]([F:18])([F:17])[F:16])=[CH:9][C:8]=2[Cl:19])[N:5]=[C:4]([C:20]#[N:21])[CH:3]=1.[I:22]N1C(=O)CCC1=O>C(#N)C.ClCCl>[NH2:1][C:2]1[N:6]([C:7]2[C:12]([Cl:13])=[CH:11][C:10]([S:14][C:15]([F:16])([F:17])[F:18])=[CH:9][C:8]=2[Cl:19])[N:5]=[C:4]([C:20]#[N:21])[C:3]=1[I:22]. Procedure: To a stirred solution of 5-amino-3-cyano-1-(2,6-dichloro-4-trifluoromethylsulphenylphenyl)pyrazole (10 g) in acetonitrile (50 ml) at room temperature was added N-iodosuccinimide (6.4 g) in acetonitrile (25 ml). After 15 minutes the mixture was evaporated to dryness leaving and the residual buff solid taken up in dichloromethane (300 ml). The solution was washed with water (75 ml, ×3), then brine (50 ml), then dried (MgSO4) and evaporated. Trituration with hexane (100 ml, ×2) to provide the title... Reactants: N1=C(SC2=C1C1=C(CC2)SC=C1)N (4,5-dihydrothieno[3,2-e][1,3]benzothiazol-2-amine), ClC=1C(=C(C=CC1)S(=O)(=O)Cl)C (3-chloro-2-methylbenzenesulfonyl chloride). The product is ClC=1C(=C(C=CC1)S(=O)(=O)NC=1SC2=C(N1)C1=C(CC2)SC=C1)C (3-Chloro-N-(4,5-dihydrothieno[3,2-e][1,3]benzothiazol-2-yl)-2-methylbenzenesulfonamide), powder. As a reaction SMILES: [N:1]1[C:5]2[C:6]3[CH:12]=[CH:11][S:10][C:7]=3[CH2:8][CH2:9][C:4]=2[S:3][C:2]=1[NH2:13].[Cl:14][C:15]1[C:16]([CH3:25])=[C:17]([S:21](Cl)(=[O:23])=[O:22])[CH:18]=[CH:19][CH:20]=1>>[Cl:14][C:15]1[C:16]([CH3:25])=[C:17]([S:21]([NH:13][C:2]2[S:3][C:4]3[CH2:9][CH2:8][C:7]4[S:10][CH:11]=[CH:12][C:6]=4[C:5]=3[N:1]=2)(=[O:23])=[O:22])[CH:18]=[CH:19][CH:20]=1. Procedure details: The title compound was prepared from 4,5-dihydrothieno[3,2-e][1,3]benzothiazol-2-amine (106 mg, synthesized according to METHOD I from 4-keto-4,5,6,7-tetrahydrothianaphthene) and 3-chloro-2-methylbenzenesulfonyl chloride (114mg) as described in the synthetic METHOD A to give a white powder (36 mg) with a purity >90%: MS-ES (neg) m/z 395.2. The reactants are Br.N1(CCNCCC1)NC(C1=CC=C(C=C1)F)=O (N-(1-homopiperazinyl)-4-fluorobenzamide hydrobromide), [OH-].[Na+] (sodium hydroxide), C(C)(=O)OC(C)=O (acetic anhydride). The solvent is aqueous solution. Conditions: time 1.5 hour. The product is C(C)(=O)N1CCN(CCC1)NC(C1=CC=C(C=C1)F)=O (N-(4-acetyl-1-homopiperazinyl)-4-fluorobenzamide). Reaction SMILES: Br.[N:2]1([NH:9][C:10](=[O:18])[C:11]2[CH:16]=[CH:15][C:14]([F:17])=[CH:13][CH:12]=2)[CH2:8][CH2:7][CH2:6][NH:5][CH2:4][CH2:3]1.[OH-].[Na+].[C:21](OC(=O)C)(=[O:23])[CH3:22]>>[C:21]([N:5]1[CH2:6][CH2:7][CH2:8][N:2]([NH:9][C:10](=[O:18])[C:11]2[CH:16]=[CH:15][C:14]([F:17])=[CH:13][CH:12]=2)[CH2:3][CH2:4]1)(=[O:23])[CH3:22] |f:0.1,2.3|. Procedure details: To a solution of N-(1-homopiperazinyl)-4-fluorobenzamide hydrobromide (455 mg) in 1N aqueous solution of sodium hydroxide (3.2 ml) was added acetic anhydride (0.2 ml) at 0° C., and the solution was stirred at ambient temperature for 1.5 hours. The reaction mixture was extracted with a mixture of ethyl acetate and n-butanol. The organic layer was washed with brine, dried over magnesium sulfate, and concentrated. The residue was purified by column chromatography eluting with a mixture of methanol ... Procedure details: To a solution of 4-hydroxyamino-1-methoxy-piperidine-4-carbonitrile (preparation example 11, step 2) (4.0 g, 23.4 mmol) and sodium hydrogen carbonate (3.0 g, 35.7 mmol) in ethyl acetate (35 ml) and water (25 ml) at 0° C. was added a solution of (2,5-dimethyl-phenyl)-acetyl chloride (4.2 g, 23.0 mmol) in ethyl acetate (35 ml) dropwise over one hour. The reaction mixture was stirred at 0° C. for one hour and at room temperature for two hours. The layers of the biphasic system were separated, the a... Product: C(#N)C1(CCN(CC1)OC)N(C(CC1=C(C=CC(=C1)C)C)=O)O (N-(4-cyano-1-methoxy-piperidin-4-yl)-2-(2,5-dimethyl-phenyl)-N-hydroxy-acetamide). Run in C(C)(=O)OCC (ethyl acetate), O (water), C(C)(=O)OCC (ethyl acetate). As a reaction SMILES: [OH:1][NH:2][C:3]1([C:11]#[N:12])[CH2:8][CH2:7][N:6]([O:9][CH3:10])[CH2:5][CH2:4]1.C(=O)([O-])O.[Na+].[CH3:18][C:19]1[CH:24]=[CH:23][C:22]([CH3:25])=[CH:21][C:20]=1[CH2:26][C:27](Cl)=[O:28]>C(OCC)(=O)C.O>[C:11]([C:3]1([N:2]([OH:1])[C:27](=[O:28])[CH2:26][C:20]2[CH:21]=[C:22]([CH3:25])[CH:23]=[CH:24][C:19]=2[CH3:18])[CH2:4][CH2:5][N:6]([O:9][CH3:10])[CH2:7][CH2:8]1)#[N:12] |f:1.2|. Reaction conditions: temperature 0 celsius, time 2 hour. Starting materials: ONC1(CCN(CC1)OC)C#N (4-hydroxyamino-1-methoxy-piperidine-4-carbonitrile), C(O)([O-])=O.[Na+] (sodium hydrogen carbonate), CC1=C(C=C(C=C1)C)CC(=O)Cl ((2,5-dimethyl-phenyl)-acetyl chloride). Starting materials: C(C1=CC=CC=C1)OC1=C(C=O)C(=CC=C1)OCC1=CC=CC=C1 (2,6-bis-benzyloxybenzaldehyde), B(Br)(Br)Br (BBr3), O (Water). The solvent is C(Cl)Cl (methylene chloride). Conditions: time 18 hour. Yields the product OC1=C(C=O)C(=CC=C1)O (2,6-Dihydroxybenzaldehyde). Reaction SMILES: C([O:8][C:9]1[CH:16]=[CH:15][CH:14]=[C:13]([O:17]CC2C=CC=CC=2)[C:10]=1[CH:11]=[O:12])C1C=CC=CC=1.B(Br)(Br)Br.O>C(Cl)Cl>[OH:8][C:9]1[CH:16]=[CH:15][CH:14]=[C:13]([OH:17])[C:10]=1[CH:11]=[O:12]. Procedure details: To a solution of 2,6-bis-benzyloxybenzaldehyde (1.9 g, 6 mmol) in methylene chloride (15 mL) is added BBr3 (18 mL, 18 mmol, 1M in methylene chloride) and the mixture is stirred at RT for 18 h. Water is added to the mixture and the methylene chloride is removed under reduced pressure. The aqueous is extracted with EtOAc and the organic phase is washed with water and brine then is dried over sodium sulfate. The solvent is removed under reduced pressure and the residue is purified by flash chromato... Run in O1CCCC1 (tetrahydrofuran), O1CCCC1 (tetrahydrofuran). Procedure: To a suspension of benzyltriphenyl phosphonium chloride [1.5 g (3.87 mmol)] in tetrahydrofuran (5 ml) was added dropwise, under ice-cooling, an n-butyl lithium hexane solution [(1.6M) 24 ml], followed by stirring for 15 minutes. To the reaction mixture was added a solution of 5-acetoxy-2-formyl-2,4,6,7-tetramethyl-2,3-dihydrobenzofuran (1.0 g) in tetrahydrofuran (3 ml). To the mixture was added water and it was subjected to extraction with ethyl acetate. The extract solution was washed with wate... Reagents/catalysts: [Cl-].C(C1=CC=CC=C1)[P+](C1=CC=CC=C1)(C1=CC=CC=C1)C1=CC=CC=C1 (benzyltriphenyl phosphonium chloride). Product: C(C)(=O)OC=1C(=C(C2=C(CC(O2)(C)C(C=CC2=CC=CC=C2)=O)C1C)C)C (5-acetoxy-2-cinnamoyl-2,4,6,7-tetramethyl-2,3-dihydrobenzofuran). Reaction conditions: time 15 minute. As a reaction SMILES: [CH3:1][CH2:2][CH2:3][CH2:4][CH2:5][CH3:6].[CH2:7]([Li])[CH2:8]CC.[C:12]([O:15][C:16]1[C:17]([CH3:30])=[C:18]([CH3:29])[C:19]2[O:23][C:22]([CH:25]=[O:26])([CH3:24])[CH2:21][C:20]=2[C:27]=1[CH3:28])(=[O:14])[CH3:13].O>[Cl-].C([P+](C1C=CC=CC=1)(C1C=CC=CC=1)C1C=CC=CC=1)C1C=CC=CC=1.O1CCCC1>[C:12]([O:15][C:16]1[C:17]([CH3:30])=[C:18]([CH3:29])[C:19]2[O:23][C:22]([C:25](=[O:26])[CH:1]=[CH:2][C:3]3[CH:8]=[CH:7][CH:6]=[CH:5][CH:4]=3)([CH3:24])[CH2:21][C:20]=2[C:27]=1[CH3:28])(=[O:14])[CH3:13] |f:0.1,4.5|. Starting materials: C(C)(=O)OC=1C(=C(C2=C(CC(O2)(C)C=O)C1C)C)C (5-acetoxy-2-formyl-2,4,6,7-tetramethyl-2,3-dihydrobenzofuran), CCCCCC.C(CCC)[Li] (n-butyl lithium hexane), O (water). Starting materials: O=C(Cl)C12Cc3cnn(-c4ccc(F)cc4)c3C=C1CCN(S(=O)(=O)c1ccc(N3CCOCC3)nc1)C2, OCC1CC(OC2CCCCO2)C1. The product is O=C(OCC1CC(OC2CCCCO2)C1)C12Cc3cnn(-c4ccc(F)cc4)c3C=C1CCN(S(=O)(=O)c1ccc(N3CCOCC3)nc1)C2. RXN SMILES: [F:1][c:2]1[cH:3][cH:4][c:5](-[n:8]2[n:9][cH:10][c:11]3[c:12]2[CH:13]=[C:14]2[CH2:15][CH2:16][N:17]([S:24](=[O:25])(=[O:26])[c:27]4[cH:28][n:29][c:30]([N:33]5[CH2:34][CH2:35][O:36][CH2:37][CH2:38]5)[cH:31][cH:32]4)[CH2:18][C:19]2([C:21](=[O:22])[Cl:23])[CH2:20]3)[cH:6][cH:7]1.[O:39]1[CH:40]([O:45][CH:46]2[CH2:47][CH:48]([CH2:50][OH:51])[CH2:49]2)[CH2:41][CH2:42][CH2:43][CH2:44]1>>[F:1][c:2]1[cH:3][cH:4][c:5](-[n:8]2[n:9][cH:10][c:11]3[c:12]2[CH:13]=[C:14]2[CH2:15][CH2:16][N:17]([S:24](=[O:25])(=[O:26])[c:27]4[cH:28][n:29][c:30]([N:33]5[CH2:34][CH2:35][O:36][CH2:37][CH2:38]5)[cH:31][cH:32]4)[CH2:18][C:19]2([C:21](=[O:22])[O:51][CH2:50][CH:48]2[CH2:47][CH:46]([O:45][CH:40]4[O:39][CH2:44][CH2:43][CH2:42][CH2:41]4)[CH2:49]2)[CH2:20]3)[cH:6][cH:7]1.